This data is from the Open Reaction Database (ORD), a public repository of structured organic reaction records. The task is: describe an organic reaction: reactants, conditions, products, and yield The reactants are ClC=1C(C(=C(C(C1Cl)=O)C#N)C#N)=O (2,3-dichloro-5,6-dicyano-1,4-benzoquinone), N(=[N+]=[N-])CCN1N=CC=2CCC3=C(C12)C=CS3 (1-(2-azidoethyl)-4,5-dihydro-1H-thieno[2,3-g]indazole), C([O-])(O)=O.[Na+] (sodium bicarbonate). Run in O1CCOCC1 (dioxane). Product: N(=[N+]=[N-])CCN1N=CC2=CC=C3C(=C12)C=CS3 (1-(2-azidoethyl)-1H-thieno[2,3-g]indazole). The yield is 73.6%. RXN SMILES: [N:1]([CH2:4][CH2:5][N:6]1[C:14]2[C:13]3[CH:15]=[CH:16][S:17][C:12]=3[CH2:11][CH2:10][C:9]=2[CH:8]=[N:7]1)=[N+:2]=[N-:3].ClC1C(=O)C(C#N)=C(C#N)C(=O)C=1Cl.C(=O)(O)[O-].[Na+]>O1CCOCC1>[N:1]([CH2:4][CH2:5][N:6]1[C:14]2[C:9](=[CH:10][CH:11]=[C:12]3[S:17][CH:16]=[CH:15][C:13]3=2)[CH:8]=[N:7]1)=[N+:2]=[N-:3] |f:2.3|. Procedure: A 1.00 g of 1-(2-azidoethyl)-4,5-dihydro-1H-thieno[2,3-g]indazole was dissolved in 30 ml of dioxane, 2.80 g of 2,3-dichloro-5,6-dicyano-1,4-benzoquinone was added at room temperature, and the mixture was heated under reflux for 8 hours. The reaction mixture was cooled, poured into sodium bicarbonate aqueous solution and then extracted with chloroform. The organic layers were combined and dried with anhydrous magnesium sulfate. After removal of the drying agent by filtration, the solvent was conc... Starting materials: NC=1C(C2=CC=CC=C2C(C1Cl)=O)=O (2-amino-3-chloro-1,4-dihydro-1,4-dioxonaphthalene), CC1=C(C(=O)Cl)C=CC=C1 (2-methylbenzoic acid chloride). The reagents and catalysts are S(O)(O)(=O)=O (sulfuric acid). Product: O=C1C=2C=CC=CC2C(C2=C1N=C(O2)C2=C(C=CC=C2)C)=O (4,9-dihydro-4,9-dioxo-2-(2-methylphenyl)-naphtho[2,3-d]oxazole). Isolated yield 33.7%. RXN SMILES: [NH2:1][C:2]1[C:3](=[O:14])[C:4]2[C:9]([C:10](=[O:13])[C:11]=1Cl)=[CH:8][CH:7]=[CH:6][CH:5]=2.[CH3:15][C:16]1[CH:24]=[CH:23][CH:22]=[CH:21][C:17]=1[C:18](Cl)=[O:19]>S(=O)(=O)(O)O>[O:14]=[C:3]1[C:2]2[N:1]=[C:18]([C:17]3[CH:21]=[CH:22][CH:23]=[CH:24][C:16]=3[CH3:15])[O:19][C:11]=2[C:10](=[O:13])[C:9]2[CH:8]=[CH:7][CH:6]=[CH:5][C:4]1=2. Procedure: To a solution of 5.00 g (24 mmol) of 2-amino-3-chloro-1,4-dihydro-1,4-dioxonaphthalene in 37 mL (280 mmol) of 2-methylbenzoic acid chloride, 8 drops of concentrated sulfuric acid are added with protection from light. After 7 h of reflux and complete cooling, the ocher precipitate that forms is filtered through fritted glass, washed with ether, and purified on a flash column (support: silica; conditioning: heptane; eluant: dichloromethane/heptane, 50/50). The yellow powder obtained after evaporat...